Dataset: the Open Reaction Database (ORD), a public repository of structured organic reaction records. Task: describe an organic reaction: reactants, conditions, products, and yield Starting materials: FC1=C(C=C(C#N)C=C1)C(F)(F)F (4-Fluoro-3-(trifluoromethyl)benzonitrile), Cl.C12CCCC(CC1)N2 (8-aza-bicyclo[3.2.1]octane hydrochloride), C(C)(C)N(C(C)C)CC (N,N-diisopropylethylamine). Run in CS(=O)C (DMSO). Run at temperature 120 celsius. Yields the product C12CCCC(CC1)N2C2=C(C=C(C#N)C=C2)C(F)(F)F (4-(8-azabicyclo[3.2.1]oct-8-yl)-3-(trifluoromethyl)benzonitrile). Reaction SMILES: F[C:2]1[CH:9]=[CH:8][C:5]([C:6]#[N:7])=[CH:4][C:3]=1[C:10]([F:13])([F:12])[F:11].Cl.[CH:15]12[NH:22][CH:19]([CH2:20][CH2:21]1)[CH2:18][CH2:17][CH2:16]2.C(N(CC)C(C)C)(C)C>CS(C)=O>[CH:19]12[N:22]([C:2]3[CH:9]=[CH:8][C:5]([C:6]#[N:7])=[CH:4][C:3]=3[C:10]([F:13])([F:12])[F:11])[CH:15]([CH2:21][CH2:20]1)[CH2:16][CH2:17][CH2:18]2 |f:1.2|. Procedure details: 4-Fluoro-3-(trifluoromethyl)benzonitrile (1.35 g, 7.14 mmol), 8-aza-bicyclo[3.2.1]octane hydrochloride (1.26 g, 8.57 mmol), and N,N-diisopropylethylamine (1.79 g, 13.8 mmol) were combined in DMSO (15 mL) and heated at 120° C. for 24 hours. The mixture was allowed to cool to ambient temperature and partitioned between diethyl ether and saturated NaHCO3 solution. The separated aqueous phase was extracted with diethyl ether and the combined organic layers were washed with water, brine, dried (Na2SO... Reactants: C(CCCCCCCCCCCCCCC)OC[C@@H]1OCC[C@H]1O (trans-2-hexadecyloxymethyl-3-hydroxytetrahydrofuran), ClP1(OCCO1)=O (2-chloro-2-oxo-1,3,2-dioxaphospholane), C(C)(C)N(CC)C(C)C (diisopropylethylamine). Solvent: ClCCCl (1,2-dichloroethane). Conditions: temperature 80 celsius, time 16 hour. Yields the product P(=O)(O[C@H]1[C@@H](OCC1)COCCCCCCCCCCCCCCCC)(OCC[N+](C)(C)C)[O-] ((trans-2-Hexadecyloxymethyltetrahydrofuran-3-yl) 2-(trimethylammonio)ethyl phosphate). Reaction SMILES: [CH2:1]([O:17][CH2:18][C@H:19]1[C@H:23]([OH:24])[CH2:22][CH2:21][O:20]1)[CH2:2][CH2:3][CH2:4][CH2:5][CH2:6][CH2:7][CH2:8][CH2:9][CH2:10][CH2:11][CH2:12][CH2:13][CH2:14][CH2:15][CH3:16].Cl[P:26]1(=[O:31])[O:30][CH2:29][CH2:28][O:27]1.[CH:32]([N:35]([CH:38](C)C)[CH2:36]C)(C)C>ClCCCl>[P:26]([O-:27])([O:30][CH2:29][CH2:28][N+:35]([CH3:38])([CH3:36])[CH3:32])([O:24][C@@H:23]1[CH2:22][CH2:21][O:20][C@H:19]1[CH2:18][O:17][CH2:1][CH2:2][CH2:3][CH2:4][CH2:5][CH2:6][CH2:7][CH2:8][CH2:9][CH2:10][CH2:11][CH2:12][CH2:13][CH2:14][CH2:15][CH3:16])=[O:31]. Reported procedure: A solution containing 1.275 g of dl-trans-2-hexadecyloxymethyl-3-hydroxytetrahydrofuran (prepared as described in Preparation 14), 1.060 g of 2-chloro-2-oxo-1,3,2-dioxaphospholane and 1.30 ml of diisopropylethylamine in 20 ml of 1,2-dichloroethane was heated, with stirring, at 80° C. for 16 hours. The mixture was then cooled, and the solvent was removed by distillation under reduced pressure. The residue was then dissolved in 15 ml of acetonitrile. 3.0 g of trimethylamine gas were passed through... Starting materials: S(C#N)C1=CC(=C(N)C=C1)[N+](=O)[O-] (4-thiocyanato-2-nitroaniline), [BH4-].[Na+] (NaBH4), ClC[Si](C)(C)C (chloromethyltrimethylsilane). The solvent is CC#N (CH3CN). Reaction conditions: time 1 hour. Yields the product C[Si](C)(C)CSC1=CC(=C(N)C=C1)[N+](=O)[O-] (4-[(Trimethylsilyl)methylthio]-2-nitroaniline). As a reaction SMILES: [S:1]([C:4]1[CH:10]=[CH:9][C:7]([NH2:8])=[C:6]([N+:11]([O-:13])=[O:12])[CH:5]=1)[C:2]#N.[BH4-].[Na+].Cl[CH2:17][Si:18](C)([CH3:20])[CH3:19]>CC#N>[CH3:17][Si:18]([CH2:2][S:1][C:4]1[CH:10]=[CH:9][C:7]([NH2:8])=[C:6]([N+:11]([O-:13])=[O:12])[CH:5]=1)([CH3:20])[CH3:19] |f:1.2|. Reported procedure: To a stirred solution of 1.95 g of 4-thiocyanato-2-nitroaniline in 40 ml of CH3CN blanketed by nitrogen there is added in portions 0.5 g of NaBH4. The stirring is continued for one hour. At this time the color of the reaction mixture changes from yellow to dark purple. 1.4 ml of chloromethyltrimethylsilane is added with a syringe and the mixture is refluxed overnight. The solvent is evaporated and the residue is exhaustively extracted with petroleum ether. Evaporation of the solvent yields 1.9 g...